From a dataset of the Open Reaction Database (ORD), a public repository of structured organic reaction records. describe an organic reaction: reactants, conditions, products, and yield The reactants are C1CCOC1, C1CCC2=NCCCN2CC1, CCOC(C)=O, CCOC(=O)c1cnc(N2CC3CC2CN3)nc1, OCc1cccnc1. Product: CCOC(=O)c1cnc(N2CC3CC2CN3C(=O)OCc2cccnc2)nc1. RXN SMILES: [CH2:38]1[CH2:40][CH2:39][CH2:41][O:42]1.[CH2:9]1[CH2:10][CH2:11][C:12]2=[N:17][CH2:16][CH2:15][CH2:14][N:13]2[CH2:18][CH2:19]1.[CH3:43][CH2:44][O:45][C:46](=[O:47])[CH3:48].[CH:20]12[N:21]([c:27]3[n:28][cH:29][c:30]([C:33](=[O:34])[O:35][CH2:36][CH3:37])[cH:31][n:32]3)[CH2:22][CH:23]([NH:24][CH2:25]1)[CH2:26]2.[n:1]1[cH:2][c:3]([CH2:7][OH:8])[cH:4][cH:5][cH:6]1>>[n:1]1[cH:2][c:3]([CH2:7][O:8][C:41]([N:24]2[CH:23]3[CH2:22][N:21]([c:27]4[n:28][cH:29][c:30]([C:33](=[O:34])[O:35][CH2:36][CH3:37])[cH:31][n:32]4)[CH:20]([CH2:25]2)[CH2:26]3)=[O:42])[cH:4][cH:5][cH:6]1. Reactants: CC(C)(COP(=O)(O)OP(=O)(O)OCC1OC(n2cnc3c(N)ncnc32)C(O)C1OP(=O)(O)O)C(O)C(=O)NCCC(=O)NCCSC(=O)CC(=O)O, Oc1cc(O)c2c(O)cccc2c1. Yields the product Oc1cc(O)c2c(O)cc(O)cc2c1. As a reaction SMILES: [CH3:14][C:15]([CH:16]([C:17]([NH:19][CH2:20][CH2:21][C:22]([NH:23][CH2:24][CH2:25][S:26][C:27]([CH2:28][C:29](=[O:30])[OH:31])=[O:32])=[O:33])=[O:34])[OH:35])([CH2:36][O:18][P:37]([O:38][P:39]([O:40][CH2:41][CH:42]1[CH:43]([O:44][P:45](=[O:46])([OH:47])[OH:48])[CH:49]([OH:50])[CH:51]([n:52]2[c:53]3[c:54]([c:55]([NH2:59])[n:56][cH:57][n:58]3)[n:60][cH:61]2)[O:62]1)(=[O:63])[OH:64])(=[O:65])[OH:66])[CH3:67].[OH:1][c:2]1[cH:3][c:4]([OH:13])[cH:5][c:6]2[cH:7][cH:8][cH:9][c:10]([OH:12])[c:11]12>>[OH:1][c:2]1[cH:3][c:4]([OH:13])[cH:5][c:6]2[cH:7][c:8]([OH:18])[cH:9][c:10]([OH:12])[c:11]12. Reactants: [Cl-].COC(=O)[C@H]1[NH2+]C[C@@H](C1)OC1=NC=CC2=CC=C(C=C12)C=C ((2S,4R)-2-(methoxycarbonyl)-4-[(7-vinylisoquinolin-1-yl)oxy]pyrrolidinium chloride), N([C@@H](C(C)C)C(=O)O)C(=O)OC(C)(C)C (Boc-(L)-Val), CN(C)C(=[N+](C)C)ON1C2=C(C=CC=C2)N=N1.[B-](F)(F)(F)F (TBTU), CCN(C(C)C)C(C)C (iPr2NEt). Run in CN(C)C=O (DMF). Reaction conditions: time 12 hour. Product: C(C)(C)(C)OC(=O)N[C@@H](C(C)C)C(=O)N1[C@H](C(=O)OC)C[C@H](C1)OC1=NC=CC2=CC=C(C=C12)C=C (Methyl N-(tert-butoxycarbonyl)-L-valyl-(4R)-4-[(7-vinylisoquinolin-1-yl)oxy]-L-prolinate). Reaction SMILES: [Cl-].[CH3:2][O:3][C:4]([C@@H:6]1[CH2:10][C@@H:9]([O:11][C:12]2[C:21]3[C:16](=[CH:17][CH:18]=[C:19]([CH:22]=[CH2:23])[CH:20]=3)[CH:15]=[CH:14][N:13]=2)[CH2:8][NH2+:7]1)=[O:5].[NH:24]([C:32]([O:34][C:35]([CH3:38])([CH3:37])[CH3:36])=[O:33])[C@H:25]([C:29](O)=[O:30])[CH:26]([CH3:28])[CH3:27].CCN(C(C)C)C(C)C.CN(C(ON1N=NC2C=CC=CC1=2)=[N+](C)C)C.[B-](F)(F)(F)F>CN(C=O)C>[C:35]([O:34][C:32]([NH:24][C@H:25]([C:29]([N:7]1[CH2:8][C@H:9]([O:11][C:12]2[C:21]3[C:16](=[CH:17][CH:18]=[C:19]([CH:22]=[CH2:23])[CH:20]=3)[CH:15]=[CH:14][N:13]=2)[CH2:10][C@H:6]1[C:4]([O:3][CH3:2])=[O:5])=[O:30])[CH:26]([CH3:27])[CH3:28])=[O:33])([CH3:37])([CH3:38])[CH3:36] |f:0.1,4.5|. Procedure: To a solution of Intermediate 1 in DMF was added Boc-(L)-Val (1.05 eq), followed by iPr2NEt (3.5 eq) and TBTU (1.05 eq). The resulting reaction mixture was stirred 12 h at RT and partitioned between EtOAc and 1N aq. HCl. The organic layer was further washed with sat. aq. NaHCO3, brine, dried (Na2SO4) and concentrated under reduced pressure. The residue was purified by SiO2 gel chromatography (hexane/EtOAc=7/3) to give the title compound as a colourless oil. MS (ES+) C27H35N3O6 requires: 497. Fou... Starting materials: [NH4+].[OH-] (NH4OH), FC1=NC=C(C(=O)O)C(=C1)C (6-fluoro-4-methylnicotinic acid), C(Cl)Cl (DCM), S(=O)(Cl)Cl (Thionyl chloride). Solvent: CCOC(=O)C (EtOAc). Conditions: time 8 hour. Yields the product FC1=NC=C(C(=O)N)C(=C1)C (6-fluoro-4-methylnicotinamide). The yield is 61.5%. Reaction SMILES: [F:1][C:2]1[CH:10]=[C:9]([CH3:11])[C:5]([C:6](O)=[O:7])=[CH:4][N:3]=1.C(Cl)Cl.S(Cl)(Cl)=O.[NH4+:19].[OH-]>CCOC(C)=O>[F:1][C:2]1[CH:10]=[C:9]([CH3:11])[C:5]([C:6]([NH2:19])=[O:7])=[CH:4][N:3]=1 |f:3.4|. Reported procedure: A round bottom flask was charged with 6-fluoro-4-methylnicotinic acid (1.13 g, 7.28 mmol, Frontier) and DCM (73 mL) to give a clear solution. Thionyl chloride (5.32 mL, 72.8 mmol) was added drop-wise and the mixture was stirred at room temperature overnight. The reaction mixture was concentrated to dryness under reduced pressure and the residue was dissolved in EtOAc (10 mL) and added drop-wise to a rapidly stirred mixture of EtOAc (40 mL) and concentrated aqueous NH4OH (36.9 ml, 947 mmol). The ... Reactants: NN1C=NC2=CC=C(C=C2C1(C1=C(C=CC=C1)Cl)O)Cl (3-amino-6-chloro-3,4-dihydro-4-hydroxy-4-(o-chlorophenyl)-quinazoline), ice, C1(C=2C(C(N1CCC(=O)O)=O)=CC=CC2)=O (β-phthalimidopropionic acid), C(=O)(N1C=NC=C1)N1C=NC=C1 (1,1'-carbonyldiimidazole). Solvent: O1CCCC1 (tetrahydrofuran), O1CCCC1 (tetrahydrofuran). Conditions: time 2 hour. Product: ClC=1C=C2C(N(C=NC2=CC1)NC(CCN1C(C2=CC=CC=C2C1=O)=O)=O)(C1=C(C=CC=C1)Cl)O (N-[6-chloro-4-hydroxy-4-(o-chlorophenyl)-3(4H)-quinazolinyl]-1,3-dioxo-2-isoindolinepropionamide). As a reaction SMILES: [C:1]1(=[O:16])[N:5]([CH2:6][CH2:7][C:8]([OH:10])=O)[C:4](=[O:11])[C:3]2=[CH:12][CH:13]=[CH:14][CH:15]=[C:2]12.C(N1C=CN=C1)(N1C=CN=C1)=O.[NH2:29][N:30]1[C:39]([OH:47])([C:40]2[CH:45]=[CH:44][CH:43]=[CH:42][C:41]=2[Cl:46])[C:38]2[C:33](=[CH:34][CH:35]=[C:36]([Cl:48])[CH:37]=2)[N:32]=[CH:31]1>O1CCCC1>[Cl:48][C:36]1[CH:37]=[C:38]2[C:33](=[CH:34][CH:35]=1)[N:32]=[CH:31][N:30]([NH:29][C:8](=[O:10])[CH2:7][CH2:6][N:5]1[C:1](=[O:16])[C:2]3[C:3](=[CH:12][CH:13]=[CH:14][CH:15]=3)[C:4]1=[O:11])[C:39]2([OH:47])[C:40]1[CH:45]=[CH:44][CH:43]=[CH:42][C:41]=1[Cl:46]. Reported procedure: To an ice cold solution of β-phthalimidopropionic acid (2.41 g., 0.011 mole) in dry tetrahydrofuran (20 ml.) is added 1,1'-carbonyldiimidazole (1.94 g., 0.011 mole) under nitrogen. The ice bath is removed and the reaction stirred for 11/2 hours before the bath is replaced and 3-amino-6-chloro-3,4-dihydro-4-hydroxy-4-(o-chlorophenyl)-quinazoline (3.22 g., 0.01 mole) in tetrahydrofuran (25 ml.) is added. The reaction is stirred for 18 hours at ambient temperature before the reaction is concentrate... Starting materials: C1CC2=CC=CC=C2C(=O)C1 (α-Tetralone), CN(CCCOC1=C(C=O)C=CC=C1)C (2-[3-(dimethylamino)-propoxy]benzaldehyde), [OH-].[K+] (potassium hydroxide). Solvent: C(C)O (ethanol). The product is CN(CCCOC1=C(C=CC=C1)C=C1C(C2=CC=CC=C2CC1)=O)C (2-[[2-[ 3-(Dimethylamino)propoxy]phenyl]methylene]-3,4-dihydro-1(2H)-naphthalenone). The yield is 110.9%. RXN SMILES: [CH2:1]1[CH2:11][C:9](=[O:10])[C:8]2[C:3](=[CH:4][CH:5]=[CH:6][CH:7]=2)[CH2:2]1.[CH3:12][N:13]([CH3:26])[CH2:14][CH2:15][CH2:16][O:17][C:18]1[CH:25]=[CH:24][CH:23]=[CH:22][C:19]=1[CH:20]=O.[OH-].[K+]>C(O)C>[CH3:26][N:13]([CH3:12])[CH2:14][CH2:15][CH2:16][O:17][C:18]1[CH:25]=[CH:24][CH:23]=[CH:22][C:19]=1[CH:20]=[C:11]1[CH2:1][CH2:2][C:3]2[C:8](=[CH:7][CH:6]=[CH:5][CH:4]=2)[C:9]1=[O:10] |f:2.3|. Procedure details: α-Tetralone (26.4 g) and 40 g of 2-[3-(dimethylamino)-propoxy]benzaldehyde are reacted in 180 ml of ethanol in the presence of 1.2 g of potassium hydroxide following the procedure in Example 1A. The product is extracted with ether and the solvent is evaporated to give a viscous residue (67.2 g), which begins to solidify on standing. It is crystallized from a mixture of 120 ml of warm diisopropylether and 120 ml of hexane to give 45.7 g of crystals, melting point 67°-69° C.